From a dataset of the Open Reaction Database (ORD), a public repository of structured organic reaction records. describe an organic reaction: reactants, conditions, products, and yield The reactants are CS(=O)(=O)Cl (methanesulfonyl chloride), NC1=CC(=C(C(=C1)C(C)(C)C)O)C(C)(C)C (4-amino-2,6-di-tert-butylphenol), [OH-].[Na+] (sodium hydroxide). The solvent is C(Cl)(Cl)Cl (chloroform). Run at temperature 35 celsius. Yields the product C(C)(C)(C)C1=C(C(=CC(=C1)NS(=O)(=O)C)C(C)(C)C)O (2,6-Di-tert-butyl-4-methanesulfonamidophenol). The yield is 18.0%. Reaction SMILES: [NH2:1][C:2]1[CH:7]=[C:6]([C:8]([CH3:11])([CH3:10])[CH3:9])[C:5]([OH:12])=[C:4]([C:13]([CH3:16])([CH3:15])[CH3:14])[CH:3]=1.[CH3:17][S:18](Cl)(=[O:20])=[O:19].[OH-].[Na+]>C(Cl)(Cl)Cl>[C:13]([C:4]1[CH:3]=[C:2]([NH:1][S:18]([CH3:17])(=[O:20])=[O:19])[CH:7]=[C:6]([C:8]([CH3:9])([CH3:10])[CH3:11])[C:5]=1[OH:12])([CH3:16])([CH3:15])[CH3:14] |f:2.3|. Procedure details: To a solution of 11.05 grams (0.05 mole) of 4-amino-2,6-di-tert-butylphenol in 60 ml of chloroform was added with stirring 5.75 grams (0.05 mole) of methanesulfonyl chloride over a 5-minute period. The reaction mixture was heated to 35° C for 15 minutes followed by the dropwise addition of 8.0 grams (0.05 mole) of a 25% aqueous sodium hydroxide solution and finally heating at 47° C for 30 minutes. After cooling to room temperature, the chloroform layer was separated, washed with water and dried ... The reactants are C1CCOC1, Cc1[nH]c2ccc(O)cc2c1C1CCN(C)CC1, CC(=O)Cl, CCO, Cl, O=S(=O)(Cl)c1c(F)cccc1F, [Na+], [OH-], O. The product is Cc1[nH]c2ccc(OS(=O)(=O)c3c(F)cccc3F)cc2c1C1CCN(C)CC1. As a reaction SMILES: [CH2:36]1[O:37][CH2:38][CH2:39][CH2:40]1.[CH3:1][c:2]1[nH:3][c:4]2[cH:5][cH:6][c:7]([OH:18])[cH:8][c:9]2[c:10]1[CH:11]1[CH2:12][CH2:13][N:14]([CH3:17])[CH2:15][CH2:16]1.[CH3:32][C:33](=[O:34])[Cl:35].[CH3:44][CH2:45][OH:46].[ClH:31].[F:19][c:20]1[c:21]([S:27](=[O:28])(=[O:29])[Cl:30])[c:22]([F:26])[cH:23][cH:24][cH:25]1.[Na+:42].[OH-:41].[OH2:43]>>[CH3:1][c:2]1[nH:3][c:4]2[cH:5][cH:6][c:7]([O:18][S:27]([c:21]3[c:20]([F:19])[cH:25][cH:24][cH:23][c:22]3[F:26])(=[O:28])=[O:29])[cH:8][c:9]2[c:10]1[CH:11]1[CH2:12][CH2:13][N:14]([CH3:17])[CH2:15][CH2:16]1. Starting materials: C(C)OC(=O)C(C(=O)OCC)CCCCCCOCCSCC (ethyl 2-ethoxycarbonyl-9-oxa-12-thiatetradecanoate), Cl (HCl). Solvent: [OH-].[Na+] (NaOH). Yields the product C(CCCCCCCOCCSCC)(=O)O (9-oxa-12-thiatetradecanoic acid). Yield: 97.2%. Reaction SMILES: C([O:3][C:4]([CH:6]([CH2:12][CH2:13][CH2:14][CH2:15][CH2:16][CH2:17][O:18][CH2:19][CH2:20][S:21][CH2:22][CH3:23])C(OCC)=O)=[O:5])C.Cl>[OH-].[Na+]>[C:4]([OH:5])(=[O:3])[CH2:6][CH2:12][CH2:13][CH2:14][CH2:15][CH2:16][CH2:17][O:18][CH2:19][CH2:20][S:21][CH2:22][CH3:23] |f:2.3|. Procedure details: A solution of the above ethyl 2-ethoxycarbonyl-9-oxa-12-thiatetradecanoate (2 g, 5.8 mmol) in 20% NaOH (10 mL) was refluxed for 6 h. The solution was acidified with HCl (pH 2), and extracted with ethyl acetate (120 mL). The organic phase was washed with water (2×30 mL), brine (30 mL) and dried (Na2SO4). After evaporation of the solvent, the resulting product was heated on an oil bath at 180° C. to 200° C. for 15 min. The crude product was purified by Kugelrohr distillation to afford the title co... Reactants: S(=O)(Cl)Cl (thionyl chloride), C(=O)(Cl)Cl (phosgene), FC(OC1=CC=C(C=C1)[C@@H](C(=O)O)C(C)C)F ((S)-2-(4-difluoromethoxyphenyl)-3-methylbutyric acid). Conditions: time 3 hour. Product: FC(OC1=CC=C(C=C1)[C@@H](C(=O)Cl)C(C)C)F ((S)-2-(4-difluoromethoxyphenyl)-3-methylbutyryl chloride). As a reaction SMILES: S(Cl)(Cl)=O.[C:5]([Cl:8])(Cl)=[O:6].[F:9][CH:10]([F:25])[O:11][C:12]1[CH:17]=[CH:16][C:15]([C@H:18]([CH:22]([CH3:24])[CH3:23])C(O)=O)=[CH:14][CH:13]=1>>[F:9][CH:10]([F:25])[O:11][C:12]1[CH:17]=[CH:16][C:15]([C@H:18]([CH:22]([CH3:23])[CH3:24])[C:5]([Cl:8])=[O:6])=[CH:14][CH:13]=1. Procedure details: Add 1-3 moles of thionyl chloride or phosgene into (S)-2-(4-difluoromethoxyphenyl)-3-methylbutyric acid, and allow the mixture to react at 10° C. to reflux temperature of the solvent for 0.1-100 hours, preferably for 1-5 hours. After the reaction is completed, distill off the unreacted thionyl chloride or phosgene to give the (S)-2-(4-difluoromethoxyphenyl)-3-methylbutyryl chloride.